This data is from the Open Reaction Database (ORD), a public repository of structured organic reaction records. The task is: describe an organic reaction: reactants, conditions, products, and yield The reactants are Cl.N(N)C1=NCCC2=CC(=C(C=C12)OC)OC (1-hydrazino-6,7-dimethoxy-3,4-dihydroisoquinoline hydrochloride), CC(C=O)=CC1=CC=CC=C1 (α-methylcinnamaldehyde), C(C)O.CO (ethanol methanol). Run in C(C)O.O (ethanol water). Yields the product CC(C=NNC1=NCCC2=CC(=C(C=C12)OC)OC)=CC1=CC=CC=C1 (1-[2-(2-methyl-3-phenylallylidene)hydrazino]-6,7-dimethoxy-3,4-dihydroisoquinoline). As a reaction SMILES: Cl.[NH:2]([C:4]1[C:13]2[C:8](=[CH:9][C:10]([O:16][CH3:17])=[C:11]([O:14][CH3:15])[CH:12]=2)[CH2:7][CH2:6][N:5]=1)[NH2:3].[CH3:18][C:19](=[CH:22][C:23]1[CH:28]=[CH:27][CH:26]=[CH:25][CH:24]=1)[CH:20]=O.C(O)C.CO>C(O)C.O>[CH3:18][C:19](=[CH:22][C:23]1[CH:28]=[CH:27][CH:26]=[CH:25][CH:24]=1)[CH:20]=[N:3][NH:2][C:4]1[C:13]2[C:8](=[CH:9][C:10]([O:16][CH3:17])=[C:11]([O:14][CH3:15])[CH:12]=2)[CH2:7][CH2:6][N:5]=1 |f:0.1,3.4,5.6|. Reported procedure: In a manner similar to that of Example 18 condensation of 1-hydrazino-6,7-dimethoxy-3,4-dihydroisoquinoline hydrochloride (9 g.) and α-methylcinnamaldehyde (5.62 g.) and recrystallization of the resulting product first from ethanol-methanol and then from ethanol-water afforded 1-[2-(2-methyl-3-phenylallylidene)hydrazino]-6,7-dimethoxy-3,4-dihydroisoquinoline (I: X= C6H5CH=C(CH3), X' = Y = Y' = H, Z = Z' = CH3O) hydrochloride monohydrate (10.2 g., m.p. 215°-217° C.). Reactants: C(C=C)C=1C(=CC2=C(C(=CO2)C2=CC(=C(C(=C2)OC)OC)OC)C1)O (5-allyl-6-hydroxy-3-(3,4,5-trimethoxyphenyl)benzofuran). The reagents and catalysts are [Pd] (palladium-on-charcoal). Solvent: C(C)(=O)O (acetic acid). Conditions: time 2.5 hour. The product is OC1=CC2=C(C(CO2)C2=CC(=C(C(=C2)OC)OC)OC)C=C1CCC (6-hydroxy-3-(3,4,5-trimethoxyphenyl)-5-propyl-2,3-dihydrobenzofuran). Isolated yield 68.4%. As a reaction SMILES: [CH2:1]([C:4]1[C:5]([OH:25])=[CH:6][C:7]2[O:11][CH:10]=[C:9]([C:12]3[CH:17]=[C:16]([O:18][CH3:19])[C:15]([O:20][CH3:21])=[C:14]([O:22][CH3:23])[CH:13]=3)[C:8]=2[CH:24]=1)[CH:2]=[CH2:3]>C(O)(=O)C.[Pd]>[OH:25][C:5]1[C:4]([CH2:1][CH2:2][CH3:3])=[CH:24][C:8]2[CH:9]([C:12]3[CH:17]=[C:16]([O:18][CH3:19])[C:15]([O:20][CH3:21])=[C:14]([O:22][CH3:23])[CH:13]=3)[CH2:10][O:11][C:7]=2[CH:6]=1. Reported procedure: A solution of 5-allyl-6-hydroxy-3-(3,4,5-trimethoxyphenyl)benzofuran (130 mg) in glacial acetic acid (1 ml) containing 10% palladium-on-charcoal (50 mg) was hydrogenated for 2.5 h. The mixture was filtered and the filtrate was evaporated to give 6-hydroxy-3-(3,4,5-trimethoxyphenyl)-5-propyl-2,3-dihydrobenzofuran (90 mg). The reactants are C(=O)(O)[O-].[Na+] (NaHCO3), C1(=CC=CC=C1)CC=O (phenyl-acetaldehyde), BrBr (Br2). Run in C(Cl)Cl (CH2Cl2), C(Cl)Cl (CH2Cl2). Yields the product BrC(C=O)C1=CC=CC=C1 (bromo-phenyl-acetaldehyde). Yield: 60.8%. Reaction SMILES: [C:1]1([CH2:7][CH:8]=[O:9])[CH:6]=[CH:5][CH:4]=[CH:3][CH:2]=1.[Br:10]Br.C([O-])(O)=O.[Na+]>C(Cl)Cl>[Br:10][CH:7]([C:1]1[CH:6]=[CH:5][CH:4]=[CH:3][CH:2]=1)[CH:8]=[O:9] |f:2.3|. Reported procedure: To a solution of phenyl-acetaldehyde (1 g, 8.3 mmol) in CH2Cl2 (3 mL) was added dropwise a solution of Br2 (1.3 g, 8.3 mmol) in CH2Cl2 (3 mL) at −10° C. over 30 min. The resulting solution was allowed to warm to rt and then heated to reflux overnight. Aqueous NaHCO3 was added to the cooled mixture and the solution was extracted with CH2Cl2. The organic layer was dried over anhydrous Na2SO4, filtered and concentrated to afford crude bromo-phenyl-acetaldehyde (1 g, 5.05 mmol, 61%) as a green liqui... Starting materials: CC(=O)O, Cc1ccc(C)nc1, [Na+], [OH-], OO. The product is Cc1ccc(C)[n+]([O-])c1. RXN SMILES: [CH3:13][C:14](=[O:15])[OH:16].[CH3:1][c:2]1[n:3][cH:4][c:5]([CH3:8])[cH:6][cH:7]1.[Na+:12].[OH-:11].[OH:9][OH:10]>>[CH3:1][c:2]1[n+:3]([O-:9])[cH:4][c:5]([CH3:8])[cH:6][cH:7]1. Reactants: [OH-].[K+] (Potassium hydroxide), CS(=O)(=O)C=1C=C2C(=C(C(=NC2=CC1)C1=CC(=CC=C1)C(F)(F)F)CN1CCC(CC1)N1CCCC1)C(=O)OC (methyl 6-(methylsulfonyl)-3-{[4-(1-pyrrolidinyl)-1-piperidinyl]methyl}-2-[3-(trifluoromethyl)phenyl]-4-quinolinecarboxylate). The solvent is CO (methanol), O (water), CO (methanol). Run at temperature 65 celsius. The product is CS(=O)(=O)C=1C=C2C(=C(C(=NC2=CC1)C1=CC(=CC=C1)C(F)(F)F)CN1CCC(CC1)N1CCCC1)C(=O)O (6-(methylsulfonyl)-3-{[4-(1-pyrrolidinyl)-1-piperidinyl]methyl}-2-[3-(trifluoromethyl)phenyl]-4-quinolinecarboxylic acid). Yield: 63.5%. RXN SMILES: [OH-].[K+].[CH3:3][S:4]([C:7]1[CH:8]=[C:9]2[C:14](=[CH:15][CH:16]=1)[N:13]=[C:12]([C:17]1[CH:22]=[CH:21][CH:20]=[C:19]([C:23]([F:26])([F:25])[F:24])[CH:18]=1)[C:11]([CH2:27][N:28]1[CH2:33][CH2:32][CH:31]([N:34]3[CH2:38][CH2:37][CH2:36][CH2:35]3)[CH2:30][CH2:29]1)=[C:10]2[C:39]([O:41]C)=[O:40])(=[O:6])=[O:5]>CO.O>[CH3:3][S:4]([C:7]1[CH:8]=[C:9]2[C:14](=[CH:15][CH:16]=1)[N:13]=[C:12]([C:17]1[CH:22]=[CH:21][CH:20]=[C:19]([C:23]([F:26])([F:24])[F:25])[CH:18]=1)[C:11]([CH2:27][N:28]1[CH2:29][CH2:30][CH:31]([N:34]3[CH2:35][CH2:36][CH2:37][CH2:38]3)[CH2:32][CH2:33]1)=[C:10]2[C:39]([OH:41])=[O:40])(=[O:6])=[O:5] |f:0.1|. Reported procedure: Potassium hydroxide (0.551 g, 9.82 mmol) was added to an orange suspension of methyl 6-(methylsulfonyl)-3-{[4-(1-pyrrolidinyl)-1-piperidinyl]methyl}-2-[3-(trifluoromethyl)phenyl]-4-quinolinecarboxylate (1.13 g, 1.963 mmol) in methanol (19.63 mL) and water (6.54 mL). The mixture was heated to 65° C. Additional methanol (10 mL) was added, and the mixture was heated overnight for 22 h. The mixture was cooled to room temperature, and the solvent was removed under reduced pressure. The mixture was ac...